The task is: describe an organic reaction: reactants, conditions, products, and yield. This data is from the Open Reaction Database (ORD), a public repository of structured organic reaction records. Starting materials: CC(=O)[O-], CC(=O)[O-], CC#N, CCOC(C)=O, CCN(C(C)C)C(C)C, CC(Cl)Cl, O=C(OCc1ccc([N+](=O)[O-])cc1)N1CC(S)CC1COCCF, CC(O)C1C(=O)NC1C(C)C(=O)C(=[N+]=[N-])C(=O)OCc1ccc([N+](=O)[O-])cc1, O, O=P(Cl)(Oc1ccccc1)Oc1ccccc1, [Rh+2]. The product is CC(O)C1C(=O)N2C(C(=O)OCc3ccc([N+](=O)[O-])cc3)=C(SC3CC(COCCF)N(C(=O)OCc4ccc([N+](=O)[O-])cc4)C3)C(C)C12. Reaction SMILES: [C:86]([O-:87])(=[O:88])[CH3:89].[C:91]([O-:92])(=[O:93])[CH3:94].[CH3:83][C:84]#[N:85].[CH3:95][CH2:96][O:97][C:98](=[O:99])[CH3:100].[CH:46]([N:47]([CH:48]([CH3:49])[CH3:50])[CH2:51][CH3:52])([CH3:53])[CH3:54].[Cl:79][CH:80]([Cl:81])[CH3:82].[F:55][CH2:56][CH2:57][O:58][CH2:59][CH:60]1[N:61]([C:66](=[O:67])[O:68][CH2:69][c:70]2[cH:71][cH:72][c:73]([N+:76](=[O:77])[O-:78])[cH:74][cH:75]2)[CH2:62][CH:63]([SH:65])[CH2:64]1.[N+:1](=[C:3]([C:4](=[O:5])[O:6][CH2:7][c:8]1[cH:9][cH:10][c:11]([N+:14](=[O:15])[O-:16])[cH:12][cH:13]1)[C:17](=[O:2])[CH:18]([CH3:19])[CH:20]1[NH:21][C:22](=[O:27])[CH:23]1[CH:24]([CH3:25])[OH:26])=[N-:28].[OH2:101].[P:29]([Cl:30])([O:31][c:32]1[cH:33][cH:34][cH:35][cH:36][cH:37]1)([O:38][c:39]1[cH:40][cH:41][cH:42][cH:43][cH:44]1)=[O:45].[Rh+2:90]>>[C:3]1([C:4](=[O:5])[O:6][CH2:7][c:8]2[cH:9][cH:10][c:11]([N+:14](=[O:15])[O-:16])[cH:12][cH:13]2)=[C:17]([S:65][CH:63]2[CH2:62][N:61]([C:66](=[O:67])[O:68][CH2:69][c:70]3[cH:71][cH:72][c:73]([N+:76](=[O:77])[O-:78])[cH:74][cH:75]3)[CH:60]([CH2:59][O:58][CH2:57][CH2:56][F:55])[CH2:64]2)[CH:18]([CH3:19])[CH:20]2[N:21]1[C:22](=[O:27])[CH:23]2[CH:24]([CH3:25])[OH:26]. Starting materials: CC(C)(C)OC(=O)N1CCN(CC1)C(=O)NC1(CCCCC1)C(=O)OCC1=CC=CC=C1 (phenylmethyl 1-[N-[4-(2-methyl-2-propyloxycarbonyl)piperazine-1-carbonyl]amino]cyclohexanecarboxylate), C(C)(=O)NC1=CC=C(C=C1)S(=O)(=O)NC1(CCCCC1)C(=O)OCC1=CC=CC=C1 (phenylmethyl 1-[N-(4-acetylaminobenzenesulfonyl)amino]cyclohexanecarboxylate). The product is C(C)(=O)NC1=CC=C(C=C1)S(=O)(=O)NC1(CCCCC1)C(=O)O (1-[N-(4-acetylaminobenzenesulfonyl)amino]cyclohexanecarboxylic acid). Yield: 95.7%. RXN SMILES: CC(OC(N1CCN(C(NC2(C(OCC3C=CC=CC=3)=O)CCCCC2)=O)CC1)=O)(C)C.[C:33]([NH:36][C:37]1[CH:42]=[CH:41][C:40]([S:43]([NH:46][C:47]2([C:53]([O:55]CC3C=CC=CC=3)=[O:54])[CH2:52][CH2:51][CH2:50][CH2:49][CH2:48]2)(=[O:45])=[O:44])=[CH:39][CH:38]=1)(=[O:35])[CH3:34]>>[C:33]([NH:36][C:37]1[CH:42]=[CH:41][C:40]([S:43]([NH:46][C:47]2([C:53]([OH:55])=[O:54])[CH2:52][CH2:51][CH2:50][CH2:49][CH2:48]2)(=[O:45])=[O:44])=[CH:39][CH:38]=1)(=[O:35])[CH3:34]. Procedure details: The same procedure as in Reference Example 8 was repeated except that the phenylmethyl 1-[N-[4-(2-methyl-2-propyloxycarbonyl)piperazine-1-carbonyl]amino]cyclohexanecarboxylate was replaced by 11.5 g of said phenylmethyl 1-[N-(4-acetylaminobenzenesulfonyl)amino]cyclohexanecarboxylate, whereby 8.7 g of the captioned 1-[N-(4-acetylaminobenzenesulfonyl)amino]cyclohexanecarboxylic acid was obtained in a yield of 97%. The reactants are C(C)(C)(C)OC(NC1CN(CC1)C1CCN(CC1)C1=NC=NC(=N1)C1=CC=2C(CCC(C2C=C1)(C)C)(C)C)=O ((1-{1-[4-(5,5,8,8-tetramethyl-5,6,7,8-tetrahydronaphthalen-2-yl)-1,3,5-triazin-2-yl]piperidin-4-yl}pyrrolidin-3-yl)carbamic acid tert-butyl ester), Cl (hydrochloride). Product: CC1(C=2C=CC(=CC2C(CC1)(C)C)C1=NC(=NC=N1)N1CCC(CC1)N1CC(CC1)N)C (1-{1-[4-(5,5,8,8-Tetramethyl-5,6,7,8-tetrahydronaphthalen-2-yl)-1,3,5-triazin-2-yl]piperidin-4-yl}pyrrolidin-3-ylamine). RXN SMILES: C(OC(=O)[NH:7][CH:8]1[CH2:12][CH2:11][N:10]([CH:13]2[CH2:18][CH2:17][N:16]([C:19]3[N:24]=[C:23]([C:25]4[CH:34]=[CH:33][C:32]5[C:31]([CH3:36])([CH3:35])[CH2:30][CH2:29][C:28]([CH3:38])([CH3:37])[C:27]=5[CH:26]=4)[N:22]=[CH:21][N:20]=3)[CH2:15][CH2:14]2)[CH2:9]1)(C)(C)C.Cl>>[CH3:35][C:31]1([CH3:36])[CH2:30][CH2:29][C:28]([CH3:37])([CH3:38])[C:27]2[CH:26]=[C:25]([C:23]3[N:22]=[CH:21][N:20]=[C:19]([N:16]4[CH2:15][CH2:14][CH:13]([N:10]5[CH2:11][CH2:12][CH:8]([NH2:7])[CH2:9]5)[CH2:18][CH2:17]4)[N:24]=3)[CH:34]=[CH:33][C:32]1=2. Procedure: The above compound is prepared analogously to FS201 starting from (1-{1-[4-(5,5,8,8-tetramethyl-5,6,7,8-tetrahydronaphthalen-2-yl)-1,3,5-triazin-2-yl]piperidin-4-yl}pyrrolidin-3-yl)carbamic acid tert-butyl ester. The product is in the form of the hydrochloride. Reactants: C1(CC1)CNC1=CC=C(C=N1)C=1N=NN(C1)C=1C=C(C(=O)O)C=CC1C (3-{4-[6-(cyclopropylmethyl-amino)-pyridin-3-yl]-1,2,3-triazol-1-yl}-4-methyl-benzoic acid), C(C)(C)(C)C=1C=C(C(=NC1)C)N (5-tert-butyl-2-methyl-pyridin-3-ylamine). Product: C(C)(C)(C)C=1C=C(C(=NC1)C)NC(C1=CC(=C(C=C1)C)N1N=NC(=C1)C=1C=NC(=CC1)NCC1CC1)=O (N-(5-tert-Butyl-2-methyl-pyridin-3-yl)-3-{4-[6-(cyclopropylmethyl-amino)-pyridin-3-yl]-[1,2,3]triazol-1-yl}-4-methyl-benzamide). RXN SMILES: [CH:1]1([CH2:4][NH:5][C:6]2[N:11]=[CH:10][C:9]([C:12]3[N:13]=[N:14][N:15]([C:17]4[CH:18]=[C:19]([CH:23]=[CH:24][C:25]=4[CH3:26])[C:20]([OH:22])=O)[CH:16]=3)=[CH:8][CH:7]=2)[CH2:3][CH2:2]1.[C:27]([C:31]1[CH:32]=[C:33]([NH2:38])[C:34]([CH3:37])=[N:35][CH:36]=1)([CH3:30])([CH3:29])[CH3:28]>>[C:27]([C:31]1[CH:32]=[C:33]([NH:38][C:20](=[O:22])[C:19]2[CH:23]=[CH:24][C:25]([CH3:26])=[C:17]([N:15]3[CH:16]=[C:12]([C:9]4[CH:10]=[N:11][C:6]([NH:5][CH2:4][CH:1]5[CH2:3][CH2:2]5)=[CH:7][CH:8]=4)[N:13]=[N:14]3)[CH:18]=2)[C:34]([CH3:37])=[N:35][CH:36]=1)([CH3:30])([CH3:29])[CH3:28]. Procedure details: Example 2 was prepared by coupling 3-{4-[6-(cyclopropylmethyl-amino)-pyridin-3-yl]-1,2,3-triazol-1-yl}-4-methyl-benzoic acid with 5-tert-butyl-2-methyl-pyridin-3-ylamine (See U.S. provisional application 60/567,693) in the same manner as Example 1. ESI MS m/z 496 [C29H33N7O+H]+. The reactants are CCCC[Sn](CCCC)(CCCC)c1cccc(-c2ccc(C=O)o2)c1, CCOC(=O)CN1C(=O)CNC1=S, C1CCNCC1, ClCCl. Yields the product CCCC[Sn](CCCC)(CCCC)c1cccc(-c2ccc(C=C3NC(=S)N(CC(=O)OCC)C3=O)o2)c1. RXN SMILES: [CH2:1]([CH2:2][CH2:3][CH3:4])[Sn:5]([c:6]1[cH:7][c:8](-[c:12]2[cH:13][cH:14][c:15]([CH:17]=[O:18])[o:16]2)[cH:9][cH:10][cH:11]1)([CH2:19][CH2:20][CH2:21][CH3:22])[CH2:23][CH2:24][CH2:25][CH3:26].[CH2:27]([CH3:28])[O:29][C:30]([CH2:31][N:32]1[C:33](=[S:38])[NH:34][CH2:35][C:36]1=[O:37])=[O:39].[CH2:40]1[CH2:41][CH2:42][NH:43][CH2:44][CH2:45]1.[Cl:46][CH2:47][Cl:48]>>[CH2:1]([CH2:2][CH2:3][CH3:4])[Sn:5]([c:6]1[cH:7][c:8](-[c:12]2[cH:13][cH:14][c:15]([CH:17]=[C:35]3[NH:34][C:33](=[S:38])[N:32]([CH2:31][C:30]([O:29][CH2:27][CH3:28])=[O:39])[C:36]3=[O:37])[o:16]2)[cH:9][cH:10][cH:11]1)([CH2:19][CH2:20][CH2:21][CH3:22])[CH2:23][CH2:24][CH2:25][CH3:26].